From a dataset of the Open Reaction Database (ORD), a public repository of structured organic reaction records. describe an organic reaction: reactants, conditions, products, and yield Reactants: B, C1CCOC1, C1CCOC1, CO, CCOC(C)=O, COC(=O)c1ccc2c(C3CCCCC3)c3n(c2c1)CC(=O)NCc1cc(F)ccc1-3, Cl. The product is COC(=O)c1ccc2c(C3CCCCC3)c3n(c2c1)CCNCc1cc(F)ccc1-3. RXN SMILES: [BH3:32].[CH2:33]1[O:34][CH2:35][CH2:36][CH2:37]1.[CH2:39]1[O:40][CH2:41][CH2:42][CH2:43]1.[CH3:44][OH:45].[CH3:46][CH2:47][O:48][C:49]([CH3:50])=[O:51].[CH:1]1([c:7]2[c:8]3[cH:9][cH:10][c:11]([C:28](=[O:29])[O:30][CH3:31])[cH:12][c:13]3[n:14]3[c:15]2-[c:16]2[c:17]([cH:23][c:24]([F:27])[cH:25][cH:26]2)[CH2:18][NH:19][C:20](=[O:22])[CH2:21]3)[CH2:2][CH2:3][CH2:4][CH2:5][CH2:6]1.[ClH:38]>>[CH:1]1([c:7]2[c:8]3[cH:9][cH:10][c:11]([C:28](=[O:29])[O:30][CH3:31])[cH:12][c:13]3[n:14]3[c:15]2-[c:16]2[c:17]([cH:23][c:24]([F:27])[cH:25][cH:26]2)[CH2:18][NH:19][CH2:20][CH2:21]3)[CH2:2][CH2:3][CH2:4][CH2:5][CH2:6]1. The reactants are BrC=1C=CC2=C(C3=C(O2)C=CC(=C3)C3=CC=C(C=C3)C3=NC2=C(N3C3=CC=CC=C3)C=CC=C2)C1 (2-(4-(8-bromodibenzo[b,d]furan-2-yl)phenyl)-1-phenyl-1H-benzo[d]imidazole), CC1(OB(OC1(C)C)C1=CC=C(C=C1)N1C2=CC=CC=C2C=2C=CC=CC12)C (9-(4-(4,4,5,5-tetramethyl-1,3,2-dioxaborolan-2-yl)phenyl)-9H-carbazole), C([O-])([O-])=O.[K+].[K+] (potassium carbonate), O1CCOCC1 (1,4-dioxane). The reagents and catalysts are [Pd].C1(=CC=CC=C1)P(C1=CC=CC=C1)C1=CC=CC=C1.C1(=CC=CC=C1)P(C1=CC=CC=C1)C1=CC=CC=C1.C1(=CC=CC=C1)P(C1=CC=CC=C1)C1=CC=CC=C1.C1(=CC=CC=C1)P(C1=CC=CC=C1)C1=CC=CC=C1 (tetrakis(triphenylphosphine) palladium(0)). The solvent is O (water). Run at temperature 100 celsius, time 17 hour. The product is C1(=CC=CC=C1)N1C(=NC2=C1C=CC=C2)C2=CC=C(C=C2)C=2C=CC1=C(C3=C(O1)C=CC(=C3)C3=CC=C(C=C3)N3C1=CC=CC=C1C=1C=CC=CC31)C2 (9-(4-(8-(4-(1-phenyl-1H-benzo[d]imidazol-2-yl)phenyl)dibenzo[b,d]furan-2-yl)phenyl)-9H-carbazole). Reaction SMILES: Br[C:2]1[CH:3]=[CH:4][C:5]2[O:9][C:8]3[CH:10]=[CH:11][C:12]([C:14]4[CH:19]=[CH:18][C:17]([C:20]5[N:24]([C:25]6[CH:30]=[CH:29][CH:28]=[CH:27][CH:26]=6)[C:23]6[CH:31]=[CH:32][CH:33]=[CH:34][C:22]=6[N:21]=5)=[CH:16][CH:15]=4)=[CH:13][C:7]=3[C:6]=2[CH:35]=1.CC1(C)C(C)(C)OB([C:44]2[CH:49]=[CH:48][C:47]([N:50]3[C:62]4[CH:61]=[CH:60][CH:59]=[CH:58][C:57]=4[C:56]4[C:51]3=[CH:52][CH:53]=[CH:54][CH:55]=4)=CC=2)O1.C(=O)([O-])[O-].[K+].[K+].O1CCO[CH2:72][CH2:71]1>[Pd].C1(P(C2C=CC=CC=2)C2C=CC=CC=2)C=CC=CC=1.C1(P(C2C=CC=CC=2)C2C=CC=CC=2)C=CC=CC=1.C1(P(C2C=CC=CC=2)C2C=CC=CC=2)C=CC=CC=1.C1(P(C2C=CC=CC=2)C2C=CC=CC=2)C=CC=CC=1.O>[C:25]1([N:24]2[C:23]3[CH:31]=[CH:32][CH:33]=[CH:34][C:22]=3[N:21]=[C:20]2[C:17]2[CH:18]=[CH:19][C:14]([C:12]3[CH:11]=[CH:10][C:8]4[O:9][C:5]5[CH:4]=[CH:3][C:2]([C:59]6[CH:60]=[CH:61][C:62]([N:50]7[C:47]8[CH:48]=[CH:49][CH:44]=[CH:72][C:71]=8[C:56]8[C:51]7=[CH:52][CH:53]=[CH:54][CH:55]=8)=[CH:57][CH:58]=6)=[CH:35][C:6]=5[C:7]=4[CH:13]=3)=[CH:15][CH:16]=2)[CH:26]=[CH:27][CH:28]=[CH:29][CH:30]=1 |f:2.3.4,6.7.8.9.10|. Procedure details: A mixture of Compound 10 (1.25 g, 2.43 mmol), Compound 11 (0.931 g, 2.52 mmol), tetrakis(triphenylphosphine) palladium(0) (0.14 g, 0.12 mmol), potassium carbonate (1.00 g, 7.27 mmol), 1,4-dioxane (25.00 mL), and water (5.00 mL) was degassed with bubbling argon for 45 minutes at 50° C. The reaction was then heated to 100° C. and stirred overnight (17 hours), maintaining an argon atmosphere. The precipitated product was filtered, dried, purified by silica gel column chromatography with acetone in ... Starting materials: BrC1=C(COCCOCCOC2OCCCC2)C=CC=C1 (2-(2-{2-[(2-Bromobenzyl)oxy]ethoxy}ethoxy)tetrahydro-2H-pyran), C1(=CC=C(C=C1)S(=O)(=O)O)C (p-toluenesulfonic acid), compound 417, O1CCCC=C1 (3,4-dihydro-2H-pyran). The solvent is C1CCOC1 (THF). Conditions: time 4 hour. Yields the product BrC1=C(COCCOC2OCCCC2)C=CC=C1 (2-{2-[(2-Bromobenzyl)oxy]ethoxy}tetrahydro-2H-pyran). As a reaction SMILES: [Br:1][C:2]1[CH:21]=[CH:20][CH:19]=[CH:18][C:3]=1[CH2:4][O:5][CH2:6][CH2:7][O:8][CH2:9][CH2:10]OC1CCCCO1.[O:22]1C=C[CH2:25][CH2:24][CH2:23]1.C1(C)C=CC(S(O)(=O)=O)=CC=1>C1COCC1>[Br:1][C:2]1[CH:21]=[CH:20][CH:19]=[CH:18][C:3]=1[CH2:4][O:5][CH2:6][CH2:7][O:8][CH:9]1[CH2:10][CH2:25][CH2:24][CH2:23][O:22]1. Reported procedure: The reaction and work up was conducted as described in the preparation of compound 420. Starting materials were compound 417 (8.0 g, 34.9 mmol) in 20 mL dry THF, 3,4-dihydro-2H-pyran (3.2 mL, 34.9 mmol) and p-toluenesulfonic acid (0.14 g, 0.76 mmol) and the reaction time was 4 h. The crude product was purified by flash chromatography using EtOAc/petroleum ether 1:2 as the eluent to afford the title compound as a colourless oil. The reactants are C(C)(C)(C)OC(=O)NC1=CC(=NN1)C1CCN(CC1)C(=O)OCC1=CC=CC=C1 (benzyl 4-{5-[(tert-butoxycarbonyl)amino]-1H-pyrazol-3-yl}piperidine-1-carboxylate). Reagents/catalysts: [C].[Pd] (palladium-carbon). The solvent is CO (methanol). Conditions: time 8 hour. Product: N1CCC(CC1)C1=NNC(=C1)NC(OC(C)(C)C)=O (tert-Butyl [3-(piperidin-4-yl)-1H-pyrazol-5-yl]carbamate). Isolated yield 104.3%. Reaction SMILES: [C:1]([O:5][C:6]([NH:8][C:9]1[NH:13][N:12]=[C:11]([CH:14]2[CH2:19][CH2:18][N:17](C(OCC3C=CC=CC=3)=O)[CH2:16][CH2:15]2)[CH:10]=1)=[O:7])([CH3:4])([CH3:3])[CH3:2]>CO.[C].[Pd]>[NH:17]1[CH2:18][CH2:19][CH:14]([C:11]2[CH:10]=[C:9]([NH:8][C:6](=[O:7])[O:5][C:1]([CH3:3])([CH3:2])[CH3:4])[NH:13][N:12]=2)[CH2:15][CH2:16]1 |f:2.3|. Reported procedure: 10% palladium-carbon (M type, wet product, 2.50 g) was added to a solution of benzyl 4-{5-[(tert-butoxycarbonyl)amino]-1H-pyrazol-3-yl}piperidine-1-carboxylate (12.25 g, 30.59 mmol) produced in Reference Example 28 in methanol (130 mL), and the mixture was stirred at room temperature for 8 hours under a hydrogen atmosphere. The catalyst in the reaction solution was filtered off, and the solvent in the obtained filtrate was distilled off under reduced pressure to obtain the title compound (8.50 g... Reaction SMILES: [CH2:1]([NH:4][C@H:5]1[C:13]2[C:8](=[CH:9][CH:10]=[CH:11][CH:12]=2)[CH2:7][CH2:6]1)[CH:2]=[CH2:3].[Cl:14][CH2:15][C:16]([CH3:21])([CH3:20])[C:17](Cl)=[O:18]>C(Cl)Cl>[CH2:1]([N:4]([C@H:5]1[C:13]2[C:8](=[CH:9][CH:10]=[CH:11][CH:12]=2)[CH2:7][CH2:6]1)[C:17](=[O:18])[C:16]([CH3:21])([CH3:20])[CH2:15][Cl:14])[CH:2]=[CH2:3]. Starting materials: C(C=C)N[C@@H]1CCC2=CC=CC=C12 ((1R) —N-allylindan-1-amine), ClCC(C(=O)Cl)(C)C (3-chloro-2,2-dimethylpropanoyl chloride). The product is C(C=C)N(C(C(CCl)(C)C)=O)[C@@H]1CCC2=CC=CC=C12 (N-allyl-3-chloro-N-[(1R)-2,3-dihydro-1H-inden-1-yl]-2,2-dimethylpropanamide). Run at time 14 hour. Procedure details: To the DCM solution of (1R) —N-allylindan-1-amine (prepared in Step A), cooled to −20° C., was added 3-chloro-2,2-dimethylpropanoyl chloride (872 mg, 5.63 mmol). After allowing the reaction to sit at −20° C. for 14 hours LCMS analysis indicated a complete consumption of secondary amine. The reaction mixture was then concentrated in vacuo to a reasonable volume of DCM. This DCM solution was then applied to a silica gel column for purification, eluting with a gradient of 10-50% EtOAc in hexanes to... Run in C(Cl)Cl (DCM). Reactants: C(C)(C)(C)OC(=O)NC1(C(CCC1)NC(O[C@H]1[C@@H](CC[C@H](C1)C)C(C)C)=O)C ((1R,2S,5R)-5-methyl-2-(propan-2-yl)cyclohexyl N-(2-{[(tert-butoxy)carbonyl]amino}-2-methylcyclopentyl)carbamate), Cl (HCl). The solvent is O1CCOCC1 (1,4-dioxane), O1CCOCC1 (1,4-dioxane). Reaction conditions: time 8 hour. Yields the product Cl.NC1(C(CCC1)NC(O[C@H]1[C@@H](CC[C@H](C1)C)C(C)C)=O)C ((1R,2S,5R)-5-Methyl-2-(propan-2-yl)cyclohexyl N-(2-amino-2-methylcyclopentyl)carbamate hydrochloride). Reaction SMILES: C(OC([NH:8][C:9]1([CH3:28])[CH2:13][CH2:12][CH2:11][CH:10]1[NH:14][C:15](=[O:27])[O:16][C@@H:17]1[CH2:22][C@H:21]([CH3:23])[CH2:20][CH2:19][C@H:18]1[CH:24]([CH3:26])[CH3:25])=O)(C)(C)C.[ClH:29]>O1CCOCC1>[ClH:29].[NH2:8][C:9]1([CH3:28])[CH2:13][CH2:12][CH2:11][CH:10]1[NH:14][C:15](=[O:27])[O:16][C@@H:17]1[CH2:22][C@H:21]([CH3:23])[CH2:20][CH2:19][C@H:18]1[CH:24]([CH3:25])[CH3:26] |f:3.4|. Reported procedure: To a solution of (1R,2S,5R)-5-methyl-2-(propan-2-yl)cyclohexyl N-(2-{[(tert-butoxy)carbonyl]amino}-2-methylcyclopentyl)carbamate (6.12 g, 15.43 mmol) in 1,4-dioxane (35 ml) was added HCl in 1,4-dioxane (4 M, 38.6 ml, 154 mmol). The reaction mixture was stirred at room temperature overnight, concentrated in vacuo and azeotropically distilled with toluene to afford the title compound. As a reaction SMILES: [F:1][C:2]1[CH:7]=[CH:6][C:5]([C:8]2[C:16]([C:17](=[O:20])[NH:18][CH3:19])=[C:15]3[N:10]([N:11]=[CH:12][C:13]([C:21]4[C:22]([CH3:33])=[CH:23][C:24]([O:31][CH3:32])=[C:25]([CH:30]=4)[C:26]([O:28]C)=[O:27])=[CH:14]3)[N:9]=2)=[CH:4][CH:3]=1.[OH-].[Na+].Cl>O1CCOCC1>[F:1][C:2]1[CH:7]=[CH:6][C:5]([C:8]2[C:16]([C:17](=[O:20])[NH:18][CH3:19])=[C:15]3[N:10]([N:11]=[CH:12][C:13]([C:21]4[C:22]([CH3:33])=[CH:23][C:24]([O:31][CH3:32])=[C:25]([CH:30]=4)[C:26]([OH:28])=[O:27])=[CH:14]3)[N:9]=2)=[CH:4][CH:3]=1 |f:1.2|. Solvent: O1CCOCC1 (dioxane). Procedure details: To a solution containing methyl 5-(2-(4-fluorophenyl)-3-(methylcarbamoyl)pyrazolo[1,5-b]pyridazin-5-yl)-2-methoxy-4-methylbenzoate (0.061 g, 0.14 mmol) and dioxane (0.7 mL) was added aqueous sodium hydroxide (0.7 mL, 2.0 M). The mixture was stirred at room temperature for 2 h. The solution was adjusted to below pH 4 with aqueous HCl (1.5 mL, 1.0 N). 5-(2-(4-fluorophenyl)-3-(methylcarbamoyl)pyrazolo[1,5-b]pyridazin-5-yl)-2-methoxy-4-methylbenzoic acid precipitated as a tan solid. It was filtered ... Reactants: [OH-].[Na+] (sodium hydroxide), FC1=CC=C(C=C1)C1=NN2N=CC(=CC2=C1C(NC)=O)C=1C(=CC(=C(C(=O)OC)C1)OC)C (methyl 5-(2-(4-fluorophenyl)-3-(methylcarbamoyl)pyrazolo[1,5-b]pyridazin-5-yl)-2-methoxy-4-methylbenzoate), Cl (HCl). Reaction conditions: time 2 hour. The product is FC1=CC=C(C=C1)C1=NN2N=CC(=CC2=C1C(NC)=O)C=1C(=CC(=C(C(=O)O)C1)OC)C (5-(2-(4-fluorophenyl)-3-(methylcarbamoyl)pyrazolo[1,5-b]pyridazin-5-yl)-2-methoxy-4-methylbenzoic acid). Reactants: COC=1C=C(C(=O)O)C=CC1CC1=CNC2=CC=C(C=C12)C(NCC(CC(F)(F)F)C)=O (3-methoxy-4-[5-(4,4,4-trifluoro-2-methyl-butylcarbamoyl)-1H-indol-3-ylmethyl]-benzoic acid), C1(=CC=CC=C1)P(C1=CC=CC=C1)C1=CC=CC=C1 (triphenylphosphine), C(C1=CC=CC=C1)O (benzyl alcohol), N(=NC(=O)OCC)C(=O)OCC (diethyl azodicarboxylate). Solvent: O1CCCC1 (tetrahydrofuran). Conditions: time 12 hour. Yields the product C(C1=CC=CC=C1)OC(C1=CC(=C(C=C1)CC1=CNC2=CC=C(C=C12)C(NCC(CC(F)(F)F)C)=O)OC)=O (3-methoxy-4-[5-(4,4,4-trifluoro-2-methyl-butylcarbamoyl)-1H-indol-3-ylmethyl]-benzoic acid benzylester). Reaction SMILES: [CH3:1][O:2][C:3]1[CH:4]=[C:5]([CH:9]=[CH:10][C:11]=1[CH2:12][C:13]1[C:21]2[C:16](=[CH:17][CH:18]=[C:19]([C:22](=[O:32])[NH:23][CH2:24][CH:25]([CH3:31])[CH2:26][C:27]([F:30])([F:29])[F:28])[CH:20]=2)[NH:15][CH:14]=1)[C:6]([OH:8])=[O:7].C1(P(C2C=CC=CC=2)C2C=CC=CC=2)C=CC=CC=1.[CH2:52](O)[C:53]1[CH:58]=[CH:57][CH:56]=[CH:55][CH:54]=1.N(C(OCC)=O)=NC(OCC)=O>O1CCCC1>[CH2:52]([O:7][C:6](=[O:8])[C:5]1[CH:9]=[CH:10][C:11]([CH2:12][C:13]2[C:21]3[C:16](=[CH:17][CH:18]=[C:19]([C:22](=[O:32])[NH:23][CH2:24][CH:25]([CH3:31])[CH2:26][C:27]([F:28])([F:29])[F:30])[CH:20]=3)[NH:15][CH:14]=2)=[C:3]([O:2][CH3:1])[CH:4]=1)[C:53]1[CH:58]=[CH:57][CH:56]=[CH:55][CH:54]=1. Procedure details: To a solution of 3-methoxy-4-[5-(4,4,4-trifluoro-2-methyl-butylcarbamoyl)-1H-indol-3-ylmethyl]-benzoic acid (1.54 grams, 3.43 mmol), triphenylphosphine (1.26 grams, 4.8 mmol) and benzyl alcohol (0.50 mL, 4.8 mmol) in tetrahydrofuran (50 mL), at 0° C., was added diethyl azodicarboxylate (0.65 mL, 4.1 mmol). The reaction is then warmed to room temperature and stirred 12 hours. Concentration in vacuo followed by chromatography on silica gel (1:1 hexanes:ethyl acetate) gave 3-methoxy-4-[5-(4,4,4-tri... The reactants are CC(=O)N1CCNCC1, Cc1ccccc1-c1cc(Cl)nc2c1C(=O)N(Cc1cc(C(F)(F)F)cc(C(F)(F)F)c1)CCO2. Product: CC(=O)N1CCN(c2cc(-c3ccccc3C)c3c(n2)OCCN(Cc2cc(C(F)(F)F)cc(C(F)(F)F)c2)C3=O)CC1. As a reaction SMILES: [C:36]([CH3:37])(=[O:38])[N:39]1[CH2:40][CH2:41][NH:42][CH2:43][CH2:44]1.[F:1][C:2]([c:3]1[cH:4][c:5]([CH2:6][N:7]2[CH2:8][CH2:9][O:10][c:11]3[c:12]([c:15](-[c:20]4[c:21]([CH3:26])[cH:22][cH:23][cH:24][cH:25]4)[cH:16][c:17]([Cl:19])[n:18]3)[C:13]2=[O:14])[cH:27][c:28]([C:30]([F:31])([F:32])[F:33])[cH:29]1)([F:34])[F:35]>>[F:1][C:2]([c:3]1[cH:4][c:5]([CH2:6][N:7]2[CH2:8][CH2:9][O:10][c:11]3[c:12]([c:15](-[c:20]4[c:21]([CH3:26])[cH:22][cH:23][cH:24][cH:25]4)[cH:16][c:17]([N:42]4[CH2:41][CH2:40][N:39]([C:36]([CH3:37])=[O:38])[CH2:44][CH2:43]4)[n:18]3)[C:13]2=[O:14])[cH:27][c:28]([C:30]([F:31])([F:32])[F:33])[cH:29]1)([F:34])[F:35].